This data is from the Open Reaction Database (ORD), a public repository of structured organic reaction records. The task is: describe an organic reaction: reactants, conditions, products, and yield The reactants are COC1=C(C=CC=C1OC1=C(C=CC=C1)OC)CC(=O)O (2-[2-Methoxy-3-(2-methoxyphenoxy)phenyl]acetic acid). Solvent: I (hydriodic acid), C(C)(=O)OC(C)=O (acetic anhydride). The product is OC1=C(C=CC=C1OC1=C(C=CC=C1)O)CC(=O)O (2-[2-hydroxy-3-(2-hydroxyphenoxy)phenyl]acetic acid). The yield is 99.2%. RXN SMILES: C[O:2][C:3]1[C:8]([O:9][C:10]2[CH:15]=[CH:14][CH:13]=[CH:12][C:11]=2[O:16]C)=[CH:7][CH:6]=[CH:5][C:4]=1[CH2:18][C:19]([OH:21])=[O:20]>I.C(OC(=O)C)(=O)C>[OH:2][C:3]1[C:8]([O:9][C:10]2[CH:15]=[CH:14][CH:13]=[CH:12][C:11]=2[OH:16])=[CH:7][CH:6]=[CH:5][C:4]=1[CH2:18][C:19]([OH:21])=[O:20]. Procedure details: 2-[2-Methoxy-3-(2-methoxyphenoxy)phenyl]acetic acid (10.50 g) was dissolved in a mixture of 48% hydriodic acid (61.5 ml) and acetic anhydride (31.5 ml) and then refluxed under heating for 40 minutes. After cooling, the reaction mixture was evaporated, and the residue was extracted with diethyl ether. The extract was washed with an aqueous sodium hydrogen sulfite and subsequently with saline, dried over magnesium sulfate and then evaporated. The oily residue (11.50 g) was allowed to stand, and th... The reactants are CC1(OC(CC(O1)=O)=O)C (2,2-dimethyl-1,3-dioxane-4,6-dione), FC1=CC=C(C=C1)N\N=C(\C=O)/C ((E)-2-(2-(4-fluorophenyl)hydrazono)propanal). Reagents/catalysts: C(C)(=O)O (acetic acid), N1CCCCC1 (piperidine). Run in C1(=CC=CC=C1)C (toluene). Reaction conditions: time 17 hour. Yields the product FC1=CC=C(C=C1)N1N=C(C=C(C1=O)C(=O)O)C (2-(4-fluorophenyl)-6-methyl-3-oxo-2,3-dihydropyridazine-4-carboxylic acid). Isolated yield 57.9%. Reaction SMILES: CC1(C)[O:7][C:6](=[O:8])[CH2:5][C:4](=[O:9])O1.[F:11][C:12]1[CH:17]=[CH:16][C:15]([NH:18]/[N:19]=[C:20](\[CH3:23])/[CH:21]=O)=[CH:14][CH:13]=1>C1(C)C=CC=CC=1.C(O)(=O)C.N1CCCCC1>[F:11][C:12]1[CH:13]=[CH:14][C:15]([N:18]2[C:4](=[O:9])[C:5]([C:6]([OH:7])=[O:8])=[CH:21][C:20]([CH3:23])=[N:19]2)=[CH:16][CH:17]=1. Reported procedure: A suspension of 2,2-dimethyl-1,3-dioxane-4,6-dione (0.71 g, 4.93 mmol) and (E)-2-(2-(4-fluorophenyl)hydrazono)propanal (0.889 g, 4.934 mmol) in toluene (20 mL) was treated with acetic acid (5 drops) and with piperidine (5 drops). The reaction mixture was then stirred at room temp for 17 hours. The precipitated condensation/cyclization product was filtered off and thoroughly washed with light petroleum to afford 0.709 g (58%) of the desired product. LRMS (ESI pos) m/e 249.1 (M+1). 1H-NMR (400 MHz... The reactants are ClC=1C(=C(C=C(C1F)F)C(CC(=O)OCC)=O)F (ethyl β-(3-chloro-2,4,5-trifluorophenyl)-β-oxopropionate), C(OCC)(OCC)OCC (triethyl orthoformate). Solvent: C(C)(=O)OC(C)=O (acetic anhydride). Yields the product ClC=1C(=C(C(=O)C(C(=O)OCC)=COCC)C=C(C1F)F)F (Ethyl 2-(3-chloro-2,4,5-trifluorobenzoyl)-3-ethoxyacrylate). As a reaction SMILES: [Cl:1][C:2]1[C:3]([F:18])=[C:4]([C:10](=[O:17])[CH2:11][C:12]([O:14][CH2:15][CH3:16])=[O:13])[CH:5]=[C:6]([F:9])[C:7]=1[F:8].[CH:19](OCC)(OCC)[O:20][CH2:21][CH3:22]>C(OC(=O)C)(=O)C>[Cl:1][C:2]1[C:3]([F:18])=[C:4]([CH:5]=[C:6]([F:9])[C:7]=1[F:8])[C:10]([C:11](=[CH:19][O:20][CH2:21][CH3:22])[C:12]([O:14][CH2:15][CH3:16])=[O:13])=[O:17]. Procedure details: A mixture of 2.3 g (8.2 mmol) of ethyl β-(3-chloro-2,4,5-trifluorophenyl)-β-oxopropionate, 2 ml of triethyl orthoformate, and 20 ml of acetic anhydride is refluxed for 21/2 hours. The reaction mixture is cooled to room temperature and concentrated to give 2.7 g of the title compound as a red oil. The reactants are OCC(COCc1ccccc1)(COCc1ccccc1)COCc1ccccc1, CC(C)=O, O. Product: O=C(O)C(COCc1ccccc1)(COCc1ccccc1)COCc1ccccc1. Reaction SMILES: [CH2:1]([c:2]1[cH:3][cH:4][cH:5][cH:6][cH:7]1)[O:8][CH2:9][C:10]([CH2:11][OH:12])([CH2:13][O:14][CH2:15][c:16]1[cH:17][cH:18][cH:19][cH:20][cH:21]1)[CH2:22][O:23][CH2:24][c:25]1[cH:26][cH:27][cH:28][cH:29][cH:30]1.[CH3:32][C:33](=[O:34])[CH3:35].[OH2:31]>>[CH2:1]([c:2]1[cH:3][cH:4][cH:5][cH:6][cH:7]1)[O:8][CH2:9][C:10]([C:11](=[O:12])[OH:31])([CH2:13][O:14][CH2:15][c:16]1[cH:17][cH:18][cH:19][cH:20][cH:21]1)[CH2:22][O:23][CH2:24][c:25]1[cH:26][cH:27][cH:28][cH:29][cH:30]1. Reactants: C(C)N1C=CC2=CC(=CC=C12)N (1-ethyl-1H-indol-5-ylamine), [Cl-] (chloride), ClC1=NC=C(C(=O)NC2=CC(=C(C=C2)I)C)C=C1 (6-chloro-N-(4-Iodo-3-methyl-phenyl)-nicotinamide). The product is ClC1=NC=C(C(=O)NC2=CC=C3C=CN(C3=C2)CC)C=C1 (6-Chloro-N-(1-ethyl-1H-indol-6-yl)-nicotinamide). RXN SMILES: [CH2:1]([N:3]1[C:11]2[C:6](=[CH:7][C:8](N)=[CH:9][CH:10]=2)[CH:5]=[CH:4]1)[CH3:2].[Cl-].[Cl:14][C:15]1[CH:31]=[CH:30][C:18]([C:19]([NH:21]C2C=CC(I)=C(C)C=2)=[O:20])=[CH:17][N:16]=1>>[Cl:14][C:15]1[CH:31]=[CH:30][C:18]([C:19]([NH:21][C:9]2[CH:10]=[C:11]3[C:6]([CH:5]=[CH:4][N:3]3[CH2:1][CH3:2])=[CH:7][CH:8]=2)=[O:20])=[CH:17][N:16]=1. Procedure: 6-Chloro-N-(1-ethyl-1H-indol-6-yl)-nicotinamide was prepared from 1-ethyl-1H-indol-5-ylamine (prepared as described in J. Med. Chem. 2007, 5509), and 6-chloronicotincyl chloride in a procedure similar to the one described in the synthesis of 6-chloro-N-(4-Iodo-3-methyl-phenyl)-nicotinamide, above. LCMS calcd for C16H14ClN3O (m/e) 299, obsd 300 (M+H).